This data is from the Open Reaction Database (ORD), a public repository of structured organic reaction records. The task is: describe an organic reaction: reactants, conditions, products, and yield The reactants are C(C)OC(C)=O.C1(=CC=CC=C1)C (toluene - ethyl acetate), C(=O)(O)C(C(=C)C)N1C(C(C1SN1C(C=2C(C1=O)=CC=CC2)=O)NC(CC2=CC=CC=C2)=O)=O (1-(1-carboxy-2-methylprop-2-enyl)-3-phenylacetamido-4-phthalimidothio-azetidin-2-one), [N+](=[N-])=C (diazomethane). The solvent is C(C)OCC (diethyl ether). Yields the product COC(=O)C(C(=C)C)N1C(C(C1SN1C(C=2C(C1=O)=CC=CC2)=O)NC(CC2=CC=CC=C2)=O)=O (1-(1-methoxycarbonyl-2-methylprop-2-enyl)-3-phenylacetamido-4-phthalimidothio-azetidin-2-one). The yield is 62.0%. As a reaction SMILES: [C:1]([CH:4]([N:8]1[CH:11]([S:12][N:13]2[C:17](=[O:18])[C:16]3=[CH:19][CH:20]=[CH:21][CH:22]=[C:15]3[C:14]2=[O:23])[CH:10]([NH:24][C:25](=[O:33])[CH2:26][C:27]2[CH:32]=[CH:31][CH:30]=[CH:29][CH:28]=2)[C:9]1=[O:34])[C:5]([CH3:7])=[CH2:6])([OH:3])=[O:2].[N+](=[CH2:37])=[N-].C(OC(=O)C)C.C1(C)C=CC=CC=1>C(OCC)C>[CH3:37][O:2][C:1]([CH:4]([N:8]1[CH:11]([S:12][N:13]2[C:14](=[O:23])[C:15]3=[CH:22][CH:21]=[CH:20][CH:19]=[C:16]3[C:17]2=[O:18])[CH:10]([NH:24][C:25](=[O:33])[CH2:26][C:27]2[CH:28]=[CH:29][CH:30]=[CH:31][CH:32]=2)[C:9]1=[O:34])[C:5]([CH3:7])=[CH2:6])=[O:3] |f:2.3|. Procedure: 14 g (purity 70%; 20 mmoles) of 1-(1-carboxy-2-methylprop-2-enyl)-3-phenylacetamido-4-phthalimidothio-azetidin-2-one was treated with a diazomethane solution in diethyl ether. After evaporation of the reaction mixture to dryness, benzene was added. After filtering off the phthalimide, the filtrate was concentrated and chromatographed [silica gel; toluene - ethyl acetate 4:1 (v/v] to obtain 6.24 g (62% yield) of 1-(1-methoxycarbonyl-2-methylprop-2-enyl)-3-phenylacetamido-4-phthalimidothio-azetidi... Reactants: FC1=CC=C(C=C1)C1NCCC1 ((RS)-2-(4-fluoro-phenyl)-pyrrolidine), BrC1=CC=C(C=C1)S(=O)(=O)Cl (4-bromo-benzenesulfonyl chloride). Product: BrC1=CC=C(C=C1)S(=O)(=O)N1C(CCC1)C1=CC=C(C=C1)F ((RS)-1-(4-Bromo-benzenesulfonyl)-2-(4-fluoro-phenyl)-pyrrolidine). As a reaction SMILES: [F:1][C:2]1[CH:7]=[CH:6][C:5]([CH:8]2[CH2:12][CH2:11][CH2:10][NH:9]2)=[CH:4][CH:3]=1.[Br:13][C:14]1[CH:19]=[CH:18][C:17]([S:20](Cl)(=[O:22])=[O:21])=[CH:16][CH:15]=1>>[Br:13][C:14]1[CH:19]=[CH:18][C:17]([S:20]([N:9]2[CH2:10][CH2:11][CH2:12][CH:8]2[C:5]2[CH:4]=[CH:3][C:2]([F:1])=[CH:7][CH:6]=2)(=[O:22])=[O:21])=[CH:16][CH:15]=1. Procedure: The title compound, off-white solid, m.p. 131° C. and MS: m/e=383 (M+) was prepared in accordance with the general method of example 1e from (RS)-2-(4-fluoro-phenyl)-pyrrolidine and 4-bromo-benzenesulfonyl chloride. Reactants: Cl.O=C1OC(C2N1CCN(C2)C(=O)NCCNCC=C)(C2=CC=CC=C2)C2=CC=CC=C2 (tetrahydro-3-oxo-1,1-diphenyl-N-[2-[(2-propenyl)amino]ethyl]-3H-oxazolo[3,4-a]pyrazine-7(1H)-carboxamide hydrochloride), C(O)([O-])=O.[Na+] (sodium hydrogen carbonate), C(C)=O (Acetaldehyde), C(C)(=O)O[BH-](OC(C)=O)OC(C)=O.[Na+] (sodium triacetoxyborohydride). Run in C(C)(=O)OCC (ethyl acetate). Reaction conditions: time 8 hour. Product: Cl.C(C)N(CCNC(=O)N1CC2N(CC1)C(OC2(C2=CC=CC=C2)C2=CC=CC=C2)=O)CC=C (N-[2-[Ethyl(2-propenyl)amino]ethyl]-tetrahydro-3-oxo-1,1-diphenyl-3H-oxazolo[3,4-a]pyrazine-7(1H)-carboxamide hydrochloride). Yield: 54.7%. RXN SMILES: [ClH:1].[O:2]=[C:3]1[N:7]2[CH2:8][CH2:9][N:10]([C:12]([NH:14][CH2:15][CH2:16][NH:17][CH2:18][CH:19]=[CH2:20])=[O:13])[CH2:11][CH:6]2[C:5]([C:27]2[CH:32]=[CH:31][CH:30]=[CH:29][CH:28]=2)([C:21]2[CH:26]=[CH:25][CH:24]=[CH:23][CH:22]=2)[O:4]1.C(=O)([O-])O.[Na+].[CH:38](=O)[CH3:39].C(O[BH-](OC(=O)C)OC(=O)C)(=O)C.[Na+]>C(OCC)(=O)C>[ClH:1].[CH2:38]([N:17]([CH2:18][CH:19]=[CH2:20])[CH2:16][CH2:15][NH:14][C:12]([N:10]1[CH2:9][CH2:8][N:7]2[C:3](=[O:2])[O:4][C:5]([C:21]3[CH:22]=[CH:23][CH:24]=[CH:25][CH:26]=3)([C:27]3[CH:32]=[CH:31][CH:30]=[CH:29][CH:28]=3)[CH:6]2[CH2:11]1)=[O:13])[CH3:39] |f:0.1,2.3,5.6,8.9|. Procedure details: To tetrahydro-3-oxo-1,1-diphenyl-N-[2-[(2-propenyl)amino]ethyl]-3H-oxazolo[3,4-a]pyrazine-7(1H)-carboxamide hydrochloride (0.13 g, 0.29 mmol) was added a 0.5 M aqueous sodium hydrogen carbonate solution (20 mL), and the mixture was extracted with ethyl acetate. The extract was dried over anhydrous magnesium sulfate and concentrated under reduced pressure. The residue was dissolved in a 1,2-dichloroethane solution (5 mL). Acetaldehyde (25 mg, 0.57 mmol) and sodium triacetoxyborohydride (0.12 g, 0... The reactants are CC#CCBr, O=C([O-])[O-], Cn1c(=O)[nH]c(=O)c2[nH]cnc21, CN(C)C=O, CCOC(C)=O, [K+], [K+]. As a reaction SMILES: [Br:19][CH2:20][C:21]#[C:22][CH3:23].[C:13](=[O:14])([O-:15])[O-:16].[CH3:1][n:2]1[c:3](=[O:12])[nH:4][c:5](=[O:11])[c:6]2[nH:7][cH:8][n:9][c:10]12.[CH3:24][N:25]([CH3:26])[CH:27]=[O:28].[CH3:29][CH2:30][O:31][C:32](=[O:33])[CH3:34].[K+:17].[K+:18]>>[CH3:1][n:2]1[c:3](=[O:12])[nH:4][c:5](=[O:11])[c:6]2[n:7]([CH2:20][C:21]#[C:22][CH3:23])[cH:8][n:9][c:10]12. The product is CC#CCn1cnc2c1c(=O)[nH]c(=O)n2C. Reactants: ethyl acetate hexanes, BrN1C(CCC1=O)=O (N-Bromosuccinimide), FC(C(=O)NC=1N=C2N(C=C(C=C2)F)C1)(F)F (2,2,2-trifluoro-N-(6-fluoroimidazo[1,2-a]pyridin-2-yl)acetamide), FC(C(=O)NC=1N=C2N(C=C(C=C2)F)C1)(F)F (2,2,2-trifluoro-N-(6-fluoroimidazo[1,2-a]pyridin-2-yl)acetamide). Run in C(C)#N (acetonitrile). Procedure details: N-Bromosuccinimide (2.96 g, 0.0166 mol) was added to a solution of 2,2,2-Trifluoro-N-(6-fluoro-imidazo[1,2-a]pyridin-2-yl)-acetamide (compound c, 3.74 g, 0.0151 mol) in acetonitrile (70 mL) and stirred at room temperature. The reaction mixture was stirred at room temperature for 15 minutes. Reaction mixture was concentrated under reduced pressure, crude product taken up in ethyl acetate, washed with water, organic layer collected, dried over Na2SO4, concentrated in vacuo and crude product purifi... The product is BrC1=C(N=C2N1C=C(C=C2)F)NC(C(F)(F)F)=O (N-(3-Bromo-6-fluoro-imidazo[1,2-a]pyridin-2-yl)-2,2,2-trifluoro-acetamide). As a reaction SMILES: [Br:1]N1C(=O)CCC1=O.[F:9][C:10]([F:25])([F:24])[C:11]([NH:13][C:14]1[N:15]=[C:16]2[CH:21]=[CH:20][C:19]([F:22])=[CH:18][N:17]2[CH:23]=1)=[O:12]>C(#N)C>[Br:1][C:23]1[N:17]2[CH:18]=[C:19]([F:22])[CH:20]=[CH:21][C:16]2=[N:15][C:14]=1[NH:13][C:11](=[O:12])[C:10]([F:24])([F:9])[F:25]. Yields the product CCCCCNc1nc(N)nc(C)c1C=O. RXN SMILES: [NH2:1][c:2]1[n:3][c:4]([NH:11][CH2:12][CH2:13][CH2:14][CH2:15][CH3:16])[c:5]([CH:9]=[O:10])[c:6]([Cl:8])[n:7]1.[O:17]=[CH:18][N:19]([CH3:20])[CH3:21].[cH:22]1[cH:23][cH:24][c:25]([P:26]([Pd:27]([P:28]([c:29]2[cH:30][cH:31][cH:32][cH:33][cH:34]2)([c:35]2[cH:36][cH:37][cH:38][cH:39][cH:40]2)[c:41]2[cH:42][cH:43][cH:44][cH:45][cH:46]2)([P:47]([c:48]2[cH:49][cH:50][cH:51][cH:52][cH:53]2)([c:54]2[cH:55][cH:56][cH:57][cH:58][cH:59]2)[c:60]2[cH:61][cH:62][cH:63][cH:64][cH:65]2)[P:66]([c:67]2[cH:68][cH:69][cH:70][cH:71][cH:72]2)([c:73]2[cH:74][cH:75][cH:76][cH:77][cH:78]2)[c:79]2[cH:80][cH:81][cH:82][cH:83][cH:84]2)([c:85]2[cH:86][cH:87][cH:88][cH:89][cH:90]2)[c:91]2[cH:92][cH:93][cH:94][cH:95][cH:96]2)[cH:97][cH:98]1>>[NH2:1][c:2]1[n:3][c:4]([NH:11][CH2:12][CH2:13][CH2:14][CH2:15][CH3:16])[c:5]([CH:9]=[O:10])[c:6]([CH3:18])[n:7]1. Starting materials: CCCCCNc1nc(N)nc(Cl)c1C=O, CN(C)C=O, c1ccc(P(c2ccccc2)(c2ccccc2)[Pd](P(c2ccccc2)(c2ccccc2)c2ccccc2)(P(c2ccccc2)(c2ccccc2)c2ccccc2)P(c2ccccc2)(c2ccccc2)c2ccccc2)cc1. Reactants: CN(C)CC(N)CC(=O)OCc1ccccc1, Cl, Cl, O=C(O)CCCCCCCCCCc1ccccc1. The product is CN(C)CC(CC(=O)OCc1ccccc1)NC(=O)CCCCCCCCCCc1ccccc1. As a reaction SMILES: [CH2:22]([c:23]1[cH:24][cH:25][cH:26][cH:27][cH:28]1)[O:29][C:30]([CH2:31][CH:32]([CH2:33][N:34]([CH3:35])[CH3:36])[NH2:37])=[O:38].[ClH:20].[ClH:21].[c:1]1([CH2:7][CH2:8][CH2:9][CH2:10][CH2:11][CH2:12][CH2:13][CH2:14][CH2:15][CH2:16][C:17](=[O:18])[OH:19])[cH:2][cH:3][cH:4][cH:5][cH:6]1>>[c:1]1([CH2:7][CH2:8][CH2:9][CH2:10][CH2:11][CH2:12][CH2:13][CH2:14][CH2:15][CH2:16][C:17](=[O:19])[NH:37][CH:32]([CH2:31][C:30]([O:29][CH2:22][c:23]2[cH:24][cH:25][cH:26][cH:27][cH:28]2)=[O:38])[CH2:33][N:34]([CH3:35])[CH3:36])[cH:2][cH:3][cH:4][cH:5][cH:6]1. Starting materials: O=C(Cl)C(=O)Cl, CN(C)C=O, O=C(Nc1ccc(-c2ccc(S(=O)(=O)O)cc2)cc1)c1cc2ccccc2o1. Yields the product O=C(Nc1ccc(-c2ccc(S(=O)(=O)Cl)cc2)cc1)c1cc2ccccc2o1. Reaction SMILES: [Cl:1][C:2]([C:3]([Cl:4])=[O:5])=[O:6].[O:35]=[CH:36][N:37]([CH3:38])[CH3:39].[o:7]1[c:8]([C:16](=[O:17])[NH:18][c:19]2[cH:20][cH:21][c:22](-[c:25]3[cH:26][cH:27][c:28]([S:31](=[O:32])(=[O:33])[OH:34])[cH:29][cH:30]3)[cH:23][cH:24]2)[cH:9][c:10]2[c:11]1[cH:12][cH:13][cH:14][cH:15]2>>[Cl:1][S:31]([c:28]1[cH:27][cH:26][c:25](-[c:22]2[cH:21][cH:20][c:19]([NH:18][C:16]([c:8]3[o:7][c:11]4[c:10]([cH:9]3)[cH:15][cH:14][cH:13][cH:12]4)=[O:17])[cH:24][cH:23]2)[cH:30][cH:29]1)(=[O:32])=[O:34].